Dataset: the Open Reaction Database (ORD), a public repository of structured organic reaction records. Task: describe an organic reaction: reactants, conditions, products, and yield Starting materials: FC(C=1C=CC(=NC1)N[C@H]1C[C@@H]2N(CCNC2)C1)(F)F ((7S,8aS)-N-[5-(trifluoromethyl)pyridin-2-yl]octahydropyrrolo[1,2-a]-pyrazin-7-amine), FC(CCC(=O)O)(F)F (4,4,4-trifluorobutanoic acid), O.OC1=CC=CC=2NN=NC21 (hydroxybenzotriazole hydrate), C(C)N=C=NCCCN(C)C (1-ethyl-3-(3-dimethylaminopropyl)carbodiimide). Run in CN(C=O)C (dimethylformamide), ClCCl (dichloromethane), ClCCl (dichloromethane). Run at time 5 minute. Product: FC(CCC(=O)N1C[C@H]2N(CC1)C[C@H](C2)NC2=NC=C(C=C2)C(F)(F)F)(F)F (4,4,4-trifluoro-1-[(7S,8aS)-7-{[5-(trifluoromethyl)pyridin-2-yl]amino}-hexahydropyrrolo[1,2-a]pyrazin-2(1H)-yl]butan-1-one). As a reaction SMILES: [F:1][C:2]([F:9])([F:8])[CH2:3][CH2:4][C:5](O)=[O:6].O.OC1C2N=NNC=2C=CC=1.C(N=C=NCCCN(C)C)C.[F:32][C:33]([F:51])([F:50])[C:34]1[CH:35]=[CH:36][C:37]([NH:40][C@@H:41]2[CH2:49][N:44]3[CH2:45][CH2:46][NH:47][CH2:48][C@@H:43]3[CH2:42]2)=[N:38][CH:39]=1>ClCCl.CN(C)C=O>[F:1][C:2]([F:9])([F:8])[CH2:3][CH2:4][C:5]([N:47]1[CH2:46][CH2:45][N:44]2[CH2:49][C@@H:41]([NH:40][C:37]3[CH:36]=[CH:35][C:34]([C:33]([F:51])([F:32])[F:50])=[CH:39][N:38]=3)[CH2:42][C@H:43]2[CH2:48]1)=[O:6] |f:1.2|. Procedure: To a solutions of 4,4,4-trifluorobutanoic acid (99 mg, 0.7 mmol) and hydroxybenzotriazole hydrate (54 mg, 0.35 mmol) in dichloromethane (4 mL) was added 1-ethyl-3-(3-dimethylaminopropyl)carbodiimide (163 mg, 1.05 mmol) in dichloromethane (1 mL). After 5 minutes, a solution of Example 20 (200 mg, 0.7 mmol) in dimethylformamide (1.5 mL) was added. The mixture was stirred at room temperature for 3 days and then concentrated. The residue was purified by chromatography on silica gel (ethyl acetate/me... Starting materials: COC(C)(C)C, C1CCOC1, CC(=O)[O-], CO, COC(=O)C(Cc1ccccc1)N1CCC(CN2CCC(Oc3ccc(Cl)c(Cl)c3C)CC2)CC1, [Li+], [NH4+], [OH-], O, O. Yields the product Cc1c(OC2CCN(CC3CCN(C(Cc4ccccc4)C(=O)O)CC3)CC2)ccc(Cl)c1Cl. RXN SMILES: [C:44]([O:45][CH3:46])([CH3:47])([CH3:48])[CH3:49].[CH2:53]1[O:54][CH2:55][CH2:56][CH2:57]1.[CH3:40][C:41](=[O:42])[O-:43].[CH3:51][OH:52].[Cl:4][c:5]1[c:6]([CH3:38])[c:7]([O:8][CH:9]2[CH2:10][CH2:11][N:12]([CH2:15][CH:16]3[CH2:17][CH2:18][N:19]([CH:22]([C:23](=[O:24])[O:25][CH3:26])[CH2:27][c:28]4[cH:29][cH:30][cH:31][cH:32][cH:33]4)[CH2:20][CH2:21]3)[CH2:13][CH2:14]2)[cH:34][cH:35][c:36]1[Cl:37].[Li+:3].[NH4+:39].[OH-:2].[OH2:1].[OH2:50]>>[Cl:4][c:5]1[c:6]([CH3:38])[c:7]([O:8][CH:9]2[CH2:10][CH2:11][N:12]([CH2:15][CH:16]3[CH2:17][CH2:18][N:19]([CH:22]([C:23](=[O:24])[OH:25])[CH2:27][c:28]4[cH:29][cH:30][cH:31][cH:32][cH:33]4)[CH2:20][CH2:21]3)[CH2:13][CH2:14]2)[cH:34][cH:35][c:36]1[Cl:37].